describe an organic reaction: reactants, conditions, products, and yield From a dataset of the Open Reaction Database (ORD), a public repository of structured organic reaction records. Starting materials: [N+](=O)([O-])C=1C=C2C=CN(C2=CC1)C1CCN(CC1)C(=O)OC(C)(C)C (tert-Butyl 4-(5-nitro-1H-indol-1-yl)piperidine-1-carboxylate). Reagents/catalysts: [Pd] (palladium on carbon). Solvent: C(C)O (ethanol). Product: NC=1C=C2C=CN(C2=CC1)C1CCN(CC1)C(=O)OC(C)(C)C (tert-Butyl 4-(5-amino-1H-indol-1-yl)piperidine-1-carboxylate). As a reaction SMILES: [N+:1]([C:4]1[CH:5]=[C:6]2[C:10](=[CH:11][CH:12]=1)[N:9]([CH:13]1[CH2:18][CH2:17][N:16]([C:19]([O:21][C:22]([CH3:25])([CH3:24])[CH3:23])=[O:20])[CH2:15][CH2:14]1)[CH:8]=[CH:7]2)([O-])=O>[Pd].C(O)C>[NH2:1][C:4]1[CH:5]=[C:6]2[C:10](=[CH:11][CH:12]=1)[N:9]([CH:13]1[CH2:18][CH2:17][N:16]([C:19]([O:21][C:22]([CH3:25])([CH3:24])[CH3:23])=[O:20])[CH2:15][CH2:14]1)[CH:8]=[CH:7]2. Procedure details: tert-Butyl 4-(5-nitro-1H-indol-1-yl)piperidine-1-carboxylate (9.04 mmol, 3.123 g) and 10% palladium on carbon (0.452 mmol, 0.481 g) were combined and stirred under a hydrogen atmosphere at 5 bar at room temperature in ethanol (25 mL) for 1 hour. The reaction mixture was filtered and concentrated at reduced pressure to afford the title compound. (2.506 g). MS (ESI) m/z 316.1 [M+H]+ The reactants are C=1C=CC2=C(C1)C=CC=3C=CC=CC3N2C(=O)N (carbamazepine), C1(C=CC(C=C1)=O)=O (benzoquinone), C1CCOC1 (THF). Solvent: CO (methanol). Yields the product C=1C=CC2=C(C1)C=CC=3C=CC=CC3N2C(=O)N.C1(C=CC(C=C1)=O)=O (carbamazepine benzoquinone). Reaction SMILES: [CH:1]1[CH:2]=[CH:3][C:4]2[N:15]([C:16]([NH2:18])=[O:17])[C:14]3[CH:13]=[CH:12][CH:11]=[CH:10][C:9]=3[CH:8]=[CH:7][C:5]=2[CH:6]=1.[C:19]1(=[O:26])[CH:24]=[CH:23][C:22](=[O:25])[CH:21]=[CH:20]1.C1COCC1>CO>[CH:11]1[CH:12]=[CH:13][C:14]2[N:15]([C:16]([NH2:18])=[O:17])[C:4]3[CH:3]=[CH:2][CH:1]=[CH:6][C:5]=3[CH:7]=[CH:8][C:9]=2[CH:10]=1.[C:19]1(=[O:26])[CH:24]=[CH:23][C:22](=[O:25])[CH:21]=[CH:20]1 |f:4.5|. Reported procedure: 25 mg (0.1058 mmol) carbamazepine and 11 mg (0.1018 mmol) benzoquinone was dissolved in 2 mL methanol or THF. Slow evaporation of the solvent produced an average yield of yellow crystals of a 1:1 carbamazepine/benzoquinone co-crystal, as shown in FIG. 57A-B. Reactants: BrC=1C=CC(=C(C1)C(=O)C1=NC=CC=C1)F ((5-bromo-2-fluorophenyl)(pyridin-2-yl)methanone), CNN (Methylhydrazine). Run in O1CCOCC1 (dioxane). Reaction conditions: temperature 100 celsius. Product: BrC=1C=C2C(=NN(C2=CC1)C)C1=NC=CC=C1 (5-bromo-1-methyl-3-(pyridin-2-yl)-1H-indazole). RXN SMILES: [Br:1][C:2]1[CH:3]=[CH:4][C:5](F)=[C:6]([C:8]([C:10]2[CH:15]=[CH:14][CH:13]=[CH:12][N:11]=2)=O)[CH:7]=1.[CH3:17][NH:18][NH2:19]>O1CCOCC1>[Br:1][C:2]1[CH:7]=[C:6]2[C:5](=[CH:4][CH:3]=1)[N:18]([CH3:17])[N:19]=[C:8]2[C:10]1[CH:15]=[CH:14][CH:13]=[CH:12][N:11]=1. Procedure: A heavy wall pressure flask was charged with (5-bromo-2-fluorophenyl)(pyridin-2-yl)methanone (0.98 g, 3.5 mmol) and dioxane (10 mL). Methylhydrazine (0.4 mL, 7.7 mmol) was then added, and the mixture was heated to 100° C. for 15 hours. The crude mixture was concentrated, and purified by column chromatography (gradient 0 to 20% EtOAc in hexanes) to give the product. NMR (400 MHz, CDCl3) δ 8.84 (s, 1H), 8.73 (d, J=4.8 Hz, 1H), 8.11 (d, J=8.0 Hz, 1H), 7.76 (t, J=7.7 Hz, 1H), 7.50 (d, J=8.8 Hz, 1H),... Reactants: Cl, CCOC(=O)c1cc(C#N)c(N)cc1O, [Na+], [OH-], O. Product: N#Cc1cc(C(=O)O)c(O)cc1N. As a reaction SMILES: [ClH:18].[NH2:1][c:2]1[cH:3][c:4]([OH:15])[c:5]([C:6](=[O:7])[O:8][CH2:9][CH3:10])[cH:11][c:12]1[C:13]#[N:14].[Na+:17].[OH-:16].[OH2:19]>>[NH2:1][c:2]1[cH:3][c:4]([OH:15])[c:5]([C:6](=[O:7])[OH:8])[cH:11][c:12]1[C:13]#[N:14]. The reactants are COC1=CC(=NC2=C(C=CC=C12)OC)C(=O)N1CCC2(CC1)OC1=CC=C(C=C1C(C2)=O)B2OC(C(O2)(C)C)(C)C (1′-[(4,8-dimethoxyquinolin-2-yl)carbonyl]-6-(4,4,5,5-tetramethyl-1,3,2-dioxaborolan-2-yl)spiro[chroman-2,4′-piperidin]-4-one), BrC=1C=NC=C(C(=O)N)C1 (5-bromonicotinamide), O1CCOCC1 (1,4-dioxane). Reagents/catalysts: C=1C=CC(=CC1)[P](C=2C=CC=CC2)(C=3C=CC=CC3)[Pd]([P](C=4C=CC=CC4)(C=5C=CC=CC5)C=6C=CC=CC6)([P](C=7C=CC=CC7)(C=8C=CC=CC8)C=9C=CC=CC9)[P](C=1C=CC=CC1)(C=1C=CC=CC1)C=1C=CC=CC1 (Pd(PPh3)4). The solvent is C(Cl)(Cl)Cl (CHCl3). Reaction conditions: time 21 hour. Product: COC1=CC(=NC2=C(C=CC=C12)OC)C(=O)N1CCC2(CC1)OC1=CC=C(C=C1C(C2)=O)C=2C=NC=C(C(=O)N)C2 (5-{1′-[(4,8-dimethoxyquinolin-2-yl) carbonyl]-4-oxospiro[chroman-2,4′-piperidin]-6-yl}nicotinamide). RXN SMILES: [CH3:1][O:2][C:3]1[C:12]2[C:7](=[C:8]([O:13][CH3:14])[CH:9]=[CH:10][CH:11]=2)[N:6]=[C:5]([C:15]([N:17]2[CH2:22][CH2:21][C:20]3([CH2:31][C:30](=[O:32])[C:29]4[C:24](=[CH:25][CH:26]=[C:27](B5OC(C)(C)C(C)(C)O5)[CH:28]=4)[O:23]3)[CH2:19][CH2:18]2)=[O:16])[CH:4]=1.Br[C:43]1[CH:44]=[N:45][CH:46]=[C:47]([CH:51]=1)[C:48]([NH2:50])=[O:49].O1CCOCC1>C(Cl)(Cl)Cl.C1C=CC([P]([Pd]([P](C2C=CC=CC=2)(C2C=CC=CC=2)C2C=CC=CC=2)([P](C2C=CC=CC=2)(C2C=CC=CC=2)C2C=CC=CC=2)[P](C2C=CC=CC=2)(C2C=CC=CC=2)C2C=CC=CC=2)(C2C=CC=CC=2)C2C=CC=CC=2)=CC=1>[CH3:1][O:2][C:3]1[C:12]2[C:7](=[C:8]([O:13][CH3:14])[CH:9]=[CH:10][CH:11]=2)[N:6]=[C:5]([C:15]([N:17]2[CH2:18][CH2:19][C:20]3([CH2:31][C:30](=[O:32])[C:29]4[C:24](=[CH:25][CH:26]=[C:27]([C:43]5[CH:44]=[N:45][CH:46]=[C:47]([CH:51]=5)[C:48]([NH2:50])=[O:49])[CH:28]=4)[O:23]3)[CH2:21][CH2:22]2)=[O:16])[CH:4]=1 |^1:65,67,86,105|. Procedure: 350 mg of 1′-[(4,8-dimethoxyquinolin-2-yl)carbonyl]-6-(4,4,5,5-tetramethyl-1,3,2-dioxaborolan-2-yl)spiro[chroman-2,4′-piperidin]-4-one, 151 mg of 5-bromonicotinamide, 72.5 mg of Pd(PPh3)4 and 1.4 mL of 2M Na2CO3aq were heated with 1,4-dioxane at 100° C. and stirred for 21 hours. The reaction solution was diluted with CHCl3, filtered through Celite, and the filtrate was dried with magnesium sulfate and concentrated. The residue was purified through silica gel thin-layer chromatography (CHCl3/MeOH... Reactants: CC(=O)C (acetone), C(C)(=O)OC(C)=O (acetic anhydride), SC=1SC2=C(N1)C=CC=C2 (2-mercaptobenzothiazole), BrC(C(=O)O)C1=CC=CC=C1 (α-bromophenylacetic acid). The solvent is C(C)(=O)O (acetic acid). Yields the product [Br-].OC1=C(SC=2SC3=C([N+]21)C=CC=C3)C3=CC=CC=C3 (3-Hydroxy-2-phenylthiazolo-[2,3-b]benzothiazolium bromide). Isolated yield 65.0%. As a reaction SMILES: CC(C)=O.[SH:5][C:6]1[S:7][C:8]2[CH:14]=[CH:13][CH:12]=[CH:11][C:9]=2[N:10]=1.[Br:15][CH:16]([C:20]1[CH:25]=[CH:24][CH:23]=[CH:22][CH:21]=1)[C:17](O)=[O:18].C(OC(=O)C)(=O)C>C(O)(=O)C>[Br-:15].[OH:18][C:17]1[N+:10]2[C:9]3[CH:11]=[CH:12][CH:13]=[CH:14][C:8]=3[S:7][C:6]=2[S:5][C:16]=1[C:20]1[CH:25]=[CH:24][CH:23]=[CH:22][CH:21]=1 |f:5.6|. Procedure: A 1 l. acetone solution of 33.4 g. (0.20 moles) 2-mercaptobenzothiazole and 43 g. (0.20 moles) α-bromophenylacetic acid containing 75 ml. glacial acetic acid and 50 ml. acetic anhydride is heated in an open flask to a volume of 400 ml. The precipitated yellow solid is collected and washed with acetone or ether and dried. The product, weighing 47.7 g. (65% yield) melts at 215° C. (dec.). Reactants: CC[SiH](CC)CC, ClCCl, [Na+], [OH-], CC(C)Cc1nn(C)c(=O)c2cc(C(O)c3cccc4ccccc34)oc12, O=C(O)C(F)(F)F. Product: CC(C)Cc1nn(C)c(=O)c2cc(Cc3cccc4ccccc34)oc12. As a reaction SMILES: [CH2:35]([SiH:36]([CH2:37][CH3:38])[CH2:39][CH3:40])[CH3:41].[Cl:44][CH2:45][Cl:46].[Na+:43].[OH-:42].[OH:1][CH:2]([c:3]1[cH:4][cH:5][cH:6][c:7]2[cH:8][cH:9][cH:10][cH:11][c:12]12)[c:13]1[cH:14][c:15]2[c:16]([c:17]([CH2:23][CH:24]([CH3:25])[CH3:26])[n:18][n:19]([CH3:22])[c:20]2=[O:21])[o:27]1.[OH:28][C:29]([C:30]([F:31])([F:32])[F:33])=[O:34]>>[CH2:2]([c:3]1[cH:4][cH:5][cH:6][c:7]2[cH:8][cH:9][cH:10][cH:11][c:12]12)[c:13]1[cH:14][c:15]2[c:16]([c:17]([CH2:23][CH:24]([CH3:25])[CH3:26])[n:18][n:19]([CH3:22])[c:20]2=[O:21])[o:27]1.